From a dataset of the Open Reaction Database (ORD), a public repository of structured organic reaction records. describe an organic reaction: reactants, conditions, products, and yield As a reaction SMILES: [Br:35][CH2:36][CH2:37][CH2:38][CH2:39][CH2:40][CH2:41][CH3:42].[ClH:1].[OH:2][c:3]1[cH:4][c:5]([CH2:6][CH:7]([CH:8]([CH2:9][NH:10][C:11]2([c:17]3[cH:18][c:19]([CH:23]([CH3:24])[CH3:25])[cH:20][cH:21][cH:22]3)[CH2:12][CH2:13][CH2:14][CH2:15][CH2:16]2)[OH:26])[NH:27][C:28]([CH3:29])=[O:30])[cH:31][c:32]([F:34])[cH:33]1>>[ClH:1].[O:2]([c:3]1[cH:4][c:5]([CH2:6][CH:7]([CH:8]([CH2:9][NH:10][C:11]2([c:17]3[cH:18][c:19]([CH:23]([CH3:24])[CH3:25])[cH:20][cH:21][cH:22]3)[CH2:12][CH2:13][CH2:14][CH2:15][CH2:16]2)[OH:26])[NH:27][C:28]([CH3:29])=[O:30])[cH:31][c:32]([F:34])[cH:33]1)[CH2:36][CH2:37][CH2:38][CH2:39][CH2:40][CH2:41][CH3:42]. Starting materials: CCCCCCCBr, Cl, CC(=O)NC(Cc1cc(O)cc(F)c1)C(O)CNC1(c2cccc(C(C)C)c2)CCCCC1. Product: Cl, CCCCCCCOc1cc(F)cc(CC(NC(C)=O)C(O)CNC2(c3cccc(C(C)C)c3)CCCCC2)c1. Starting materials: CCOCCCOc1ccc(OB([O-])[O-])cc1, COC(=O)C1=Cc2cc(Br)ccc2N(C(=O)OC(C)(C)C)CC1, O=C([O-])[O-], Cc1ccccc1, CCO, [K+], [K+], c1ccc(P(c2ccccc2)(c2ccccc2)[Pd](P(c2ccccc2)(c2ccccc2)c2ccccc2)(P(c2ccccc2)(c2ccccc2)c2ccccc2)P(c2ccccc2)(c2ccccc2)c2ccccc2)cc1. The product is CCOCCCOc1ccc(-c2ccc3c(c2)C=C(C(=O)OC)CCN3C(=O)OC(C)(C)C)cc1. Reaction SMILES: [B:24]([O-:25])([O-:39])[O:40][c:26]1[cH:27][cH:28][c:29]([O:32][CH2:33][CH2:34][CH2:35][O:36][CH2:37][CH3:38])[cH:30][cH:31]1.[Br:1][c:2]1[cH:3][cH:4][c:5]2[c:6]([cH:23]1)[CH:7]=[C:8]([C:19](=[O:20])[O:21][CH3:22])[CH2:9][CH2:10][N:11]2[C:12](=[O:13])[O:14][C:15]([CH3:16])([CH3:17])[CH3:18].[C:41](=[O:42])([O-:43])[O-:44].[CH3:127][c:128]1[cH:129][cH:130][cH:131][cH:132][cH:133]1.[CH3:47][CH2:48][OH:49].[K+:45].[K+:46].[cH:50]1[cH:51][cH:52][c:53]([P:54]([Pd:55]([P:56]([c:57]2[cH:58][cH:59][cH:60][cH:61][cH:62]2)([c:63]2[cH:64][cH:65][cH:66][cH:67][cH:68]2)[c:69]2[cH:70][cH:71][cH:72][cH:73][cH:74]2)([P:75]([c:76]2[cH:77][cH:78][cH:79][cH:80][cH:81]2)([c:82]2[cH:83][cH:84][cH:85][cH:86][cH:87]2)[c:88]2[cH:89][cH:90][cH:91][cH:92][cH:93]2)[P:94]([c:95]2[cH:96][cH:97][cH:98][cH:99][cH:100]2)([c:101]2[cH:102][cH:103][cH:104][cH:105][cH:106]2)[c:107]2[cH:108][cH:109][cH:110][cH:111][cH:112]2)([c:113]2[cH:114][cH:115][cH:116][cH:117][cH:118]2)[c:119]2[cH:120][cH:121][cH:122][cH:123][cH:124]2)[cH:125][cH:126]1>>[c:2]1(-[c:26]2[cH:27][cH:28][c:29]([O:32][CH2:33][CH2:34][CH2:35][O:36][CH2:37][CH3:38])[cH:30][cH:31]2)[cH:3][cH:4][c:5]2[c:6]([cH:23]1)[CH:7]=[C:8]([C:19](=[O:20])[O:21][CH3:22])[CH2:9][CH2:10][N:11]2[C:12](=[O:13])[O:14][C:15]([CH3:16])([CH3:17])[CH3:18]. Reactants: CC1=NC(=CC(=C1)C(CC(C1=CC=CC=C1)C1=CC=CC=C1)=O)C (1-(2,6-dimethyl-pyridin-4-yl)-3,3-diphenyl-propan-1-one), Cl.NO (hydroxylamine hydrochloride), C(=O)(O)[O-].[Na+] (NaHCO3). As a reaction SMILES: [CH3:1][C:2]1[CH:7]=[C:6]([C:8](=O)[CH2:9][CH:10]([C:17]2[CH:22]=[CH:21][CH:20]=[CH:19][CH:18]=2)[C:11]2[CH:16]=[CH:15][CH:14]=[CH:13][CH:12]=2)[CH:5]=[C:4]([CH3:24])[N:3]=1.Cl.[NH2:26][OH:27].C([O-])(O)=O.[Na+]>>[CH3:1][C:2]1[CH:7]=[C:6]([C:8](=[N:26][OH:27])[CH2:9][CH:10]([C:17]2[CH:22]=[CH:21][CH:20]=[CH:19][CH:18]=2)[C:11]2[CH:16]=[CH:15][CH:14]=[CH:13][CH:12]=2)[CH:5]=[C:4]([CH3:24])[N:3]=1 |f:1.2,3.4|. Procedure: In analogy to example 1, step 2, from 1-(2,6-dimethyl-pyridin-4-yl)-3,3-diphenyl-propan-1-one and hydroxylamine hydrochloride in the presence of NaHCO3 was prepared the title compound as a mixture of E and Z isomers (3:1) as a white foam, MS (ESI+): m/z=331.2 ([M+H]+). Yields the product CC1=NC(=CC(=C1)C(CC(C1=CC=CC=C1)C1=CC=CC=C1)=NO)C (1-(2,6-Dimethyl-pyridin-4-yl)-3,3-diphenyl-propan-1-one oxime). Reactants: NN (Hydrazine), COC(CCNC=1C=C2C(=C(N(C2=CC1)CC1=CC=CC=C1)C)CC(=O)N)=O (3-[[3-(2-amino-2-oxoethyl)-2-methyl-1-(phenylmethyl)-1H-indol-5-yl]amino]propanoic acid methyl ester). Run in CO (MeOH), O (water). Conditions: time 16 hour. The product is NC(CC1=C(N(C2=CC=C(C=C12)NCCC(=O)NN)CC1=CC=CC=C1)C)=O (3-[[3-(2-Amino-2-oxoethyl)-2-methyl-1-(phenylmethyl)-1H-indol-5-yl]amino]propanoic acid hydrazide). Reaction SMILES: [NH2:1][NH2:2].CO[C:5](=[O:30])[CH2:6][CH2:7][NH:8][C:9]1[CH:10]=[C:11]2[C:15](=[CH:16][CH:17]=1)[N:14]([CH2:18][C:19]1[CH:24]=[CH:23][CH:22]=[CH:21][CH:20]=1)[C:13]([CH3:25])=[C:12]2[CH2:26][C:27]([NH2:29])=[O:28]>CO.O>[NH2:29][C:27](=[O:28])[CH2:26][C:12]1[C:11]2[C:15](=[CH:16][CH:17]=[C:9]([NH:8][CH2:7][CH2:6][C:5]([NH:1][NH2:2])=[O:30])[CH:10]=2)[N:14]([CH2:18][C:19]2[CH:24]=[CH:23][CH:22]=[CH:21][CH:20]=2)[C:13]=1[CH3:25]. Procedure details: Hydrazine was added to 151 mg (0.4 mmol) of 3-[[3-(2-amino-2-oxoethyl)-2-methyl-1-(phenylmethyl)-1H-indol-5-yl]amino]propanoic acid methyl ester in 5 mL of MeOH and the mixture heated at reflux for 1.0 hour and stirred at room temperature for 16 hours. After diluting with water, the mixture was extracted with EtOAc, the EtOAc solution washed with saturated NaCl solution, dried (MgSO4) and concentrated at reduced pressure.